Task: describe an organic reaction: reactants, conditions, products, and yield. Dataset: the Open Reaction Database (ORD), a public repository of structured organic reaction records The reactants are Br, FC(F)(F)C1(C(F)(F)F)OC(F)(Cl)C(F)(Cl)O1, [Mg], C1CCOC1. Product: FC1=C(F)OC(C(F)(F)F)(C(F)(F)F)O1. RXN SMILES: [Br:1].[Cl:3][C:4]1([F:19])[O:5][C:6]([C:11]([F:12])([F:13])[F:14])([C:15]([F:16])([F:17])[F:18])[O:7][C:8]1([Cl:9])[F:10].[Mg:2].[O:20]1[CH2:21][CH2:22][CH2:23][CH2:24]1>>[C:4]1([F:19])=[C:8]([F:10])[O:7][C:6]([C:11]([F:12])([F:13])[F:14])([C:15]([F:16])([F:17])[F:18])[O:5]1. Reactants: ClC1=CC=2C(=NN(N2)C2=C(C(=CC(=C2)C(C)(C)C)C(C)(C)C)O)C=C1 (5-chloro-2-(2-hydroxy-3,5-di-tert-butylphenyl)-2H-benzotriazole), C1(=CC=CC=C1)S (thiophenol), [OH-].[Na+] (sodium hydroxide). The solvent is CN(C=O)C (N,N-dimethylformamide). Reaction conditions: temperature 80 celsius, time 18 hour. Product: C1(=CC=CC=C1)SC1=CC=2C(=NN(N2)C2=C(C(=CC(=C2)C(C)(C)C)C(C)(C)C)O)C=C1 (5-Phenylthio-2-(2-hydroxy-3,5-di-tert-butylphenyl)-2H-benzotriazole). As a reaction SMILES: Cl[C:2]1[CH:25]=[CH:24][C:5]2=[N:6][N:7]([C:9]3[CH:14]=[C:13]([C:15]([CH3:18])([CH3:17])[CH3:16])[CH:12]=[C:11]([C:19]([CH3:22])([CH3:21])[CH3:20])[C:10]=3[OH:23])[N:8]=[C:4]2[CH:3]=1.[C:26]1([SH:32])[CH:31]=[CH:30][CH:29]=[CH:28][CH:27]=1.[OH-].[Na+]>CN(C)C=O>[C:26]1([S:32][C:2]2[CH:25]=[CH:24][C:5]3=[N:6][N:7]([C:9]4[CH:14]=[C:13]([C:15]([CH3:18])([CH3:17])[CH3:16])[CH:12]=[C:11]([C:19]([CH3:22])([CH3:21])[CH3:20])[C:10]=4[OH:23])[N:8]=[C:4]3[CH:3]=2)[CH:31]=[CH:30][CH:29]=[CH:28][CH:27]=1 |f:2.3|. Procedure details: Into a two-liter three-necked flask equipped with stirrer, thermometer, distillation set-up and nitrogen supply are charged 268.4 g (0.75 mole) of 5-chloro-2-(2-hydroxy-3,5-di-tert-butylphenyl)-2H-benzotriazole, 93.7 g (0.825 mole) of thiophenol and 400 mL of N,N-dimethylformamide (DMF). The reactor is evacuated and filled with nitrogen three times to establish an inert atmosphere. To the slurry is added 66.0 g (0.825 mole) of 50% aqueous sodium hydroxide solution and the mixture heated to reflu... Starting materials: CCc1ccc(N=C=O)cc1, NCCCN1Cc2ccccc2CC1Cc1ccc(F)cc1. The product is CCc1ccc(NC(=O)NCCCN2Cc3ccccc3CC2Cc2ccc(F)cc2)cc1. Reaction SMILES: [CH2:23]([CH3:24])[c:25]1[cH:26][cH:27][c:28]([N:31]=[C:32]=[O:33])[cH:29][cH:30]1.[F:1][c:2]1[cH:3][cH:4][c:5]([CH2:6][CH:7]2[N:8]([CH2:17][CH2:18][CH2:19][NH2:20])[CH2:9][c:10]3[cH:11][cH:12][cH:13][cH:14][c:15]3[CH2:16]2)[cH:21][cH:22]1>>[F:1][c:2]1[cH:3][cH:4][c:5]([CH2:6][CH:7]2[N:8]([CH2:17][CH2:18][CH2:19][NH:20][C:32]([NH:31][c:28]3[cH:27][cH:26][c:25]([CH2:23][CH3:24])[cH:30][cH:29]3)=[O:33])[CH2:9][c:10]3[cH:11][cH:12][cH:13][cH:14][c:15]3[CH2:16]2)[cH:21][cH:22]1. Starting materials: IC1=NC=C(C=N1)C=1C=NN(C1)C1CCN(CC1)C(=O)OC(C)(C)C (tert-butyl 4-[4-(2-iodopyrimidin-5-yl)-1H-pyrazol-1-yl]piperidine-1-carboxylate), IC1=NC=C(C=N1)C=1C=NN(C1)C1CCN(CC1)C(=O)OC(C)(C)C (tert-butyl 4-[4-(2-iodopyrimidin-5-yl)-1H-pyrazol-1-yl]piperidine-1-carboxylate), C([O-])([O-])=O.[K+].[K+] (potassium carbonate), BrC=1C=C(C=C(C1)C=1C=NN(C1)C)O (3-Bromo-5-(1-methyl-1H-pyrazol-4-yl)-phenol), B1(OC(C(O1)(C)C)(C)C)B2OC(C(O2)(C)C)(C)C (bis(pinacolato)diborane), B1(OC(C(O1)(C)C)(C)C)B2OC(C(O2)(C)C)(C)C (bis(pinacolato)diborane), C(C)(=O)[O-].[K+] (Potassium acetate). Reagents/catalysts: Cl[Pd]([P](C1=CC=CC=C1)(C2=CC=CC=C2)C3=CC=CC=C3)([P](C4=CC=CC=C4)(C5=CC=CC=C5)C6=CC=CC=C6)Cl (bis(triphenylphosphine)palladium(II) chloride), C1=CC=C(C=C1)P(C2=CC=CC=C2)[C]3[CH][CH][CH][CH]3.C1=CC=C(C=C1)P(C2=CC=CC=C2)[C]3[CH][CH][CH][CH]3.Cl[Pd]Cl.[Fe] (1,1-Bis(diphenylphosphino)ferrocenedichloropalladium(II)). Solvent: O1CCOCC1 (1,4 dioxane), O (water). Conditions: temperature 80 celsius, time 2 hour. Yields the product C(=O)OC1=CC(=CC(=C1)C1=NC=C(C=N1)C=1C=NN(C1)C1CCNCC1)C=1C=NN(C1)C (3-(1-Methyl-1H-pyrazol-4-yl)-5-[5-(1-piperidin-4-yl-1H-pyrazol-4-yl)-pyrimidin-2-yl]-phenol Formate). Isolated yield 4.4%. As a reaction SMILES: Br[C:2]1[CH:3]=[C:4]([OH:14])[CH:5]=[C:6]([C:8]2[CH:9]=[N:10][N:11]([CH3:13])[CH:12]=2)[CH:7]=1.B1(B2OC(C)(C)C(C)(C)O2)OC(C)(C)C(C)(C)O1.[C:33]([O-:36])(=O)C.[K+].I[C:39]1[N:44]=[CH:43][C:42]([C:45]2[CH:46]=[N:47][N:48]([CH:50]3[CH2:55][CH2:54][N:53](C(OC(C)(C)C)=O)[CH2:52][CH2:51]3)[CH:49]=2)=[CH:41][N:40]=1.C(=O)([O-])[O-].[K+].[K+]>O1CCOCC1.O.C1C=CC(P([C]2[CH][CH][CH][CH]2)C2C=CC=CC=2)=CC=1.C1C=CC(P([C]2[CH][CH][CH][CH]2)C2C=CC=CC=2)=CC=1.Cl[Pd]Cl.[Fe].Cl[Pd](Cl)([P](C1C=CC=CC=1)(C1C=CC=CC=1)C1C=CC=CC=1)[P](C1C=CC=CC=1)(C1C=CC=CC=1)C1C=CC=CC=1>[CH:33]([O:14][C:4]1[CH:3]=[C:2]([C:39]2[N:40]=[CH:41][C:42]([C:45]3[CH:46]=[N:47][N:48]([CH:50]4[CH2:55][CH2:54][NH:53][CH2:52][CH2:51]4)[CH:49]=3)=[CH:43][N:44]=2)[CH:7]=[C:6]([C:8]2[CH:9]=[N:10][N:11]([CH3:13])[CH:12]=2)[CH:5]=1)=[O:36] |f:2.3,5.6.7,10.11.12.13,^1:80,81,82,83,84,98,99,100,101,102,118,137|. Procedure: 3-Bromo-5-(1-methyl-1H-pyrazol-4-yl)-phenol (337 mg; 1.09 mmol; 1.0 eq.), bis(pinacolato)diborane (245 mg; 0.96 mmol; 0.9 eq.), 1,1-Bis(diphenylphosphino)ferrocenedichloropalladium(II) (98 mg; 0.13 mmol; 0.12 eq.) and Potassium acetate (432 mg; 4.40 mmol; 4.0 eq.) were suspended in 1,4 dioxane (8 mL). The reaction suspension was degassed with argon and heated in MW at 80° C. for 30 min. A further portion of bis(pinacolato)diborane (108 mg; 0.43 mmol; 0.4 eq.) was added and heating repeated (80° ... The reactants are [BH4-], COC(=O)CCCOc1cc([N+](=O)[O-])c(C(C)=O)cc1OC, CO, Cl, [Na+]. Product: COC(=O)CCCOc1cc([N+](=O)[O-])c(C(C)O)cc1OC. Reaction SMILES: [BH4-:23].[C:1]([CH3:2])(=[O:3])[c:4]1[cH:5][c:6]([O:21][CH3:22])[c:7]([O:8][CH2:9][CH2:10][CH2:11][C:12](=[O:13])[O:14][CH3:15])[cH:16][c:17]1[N+:18](=[O:19])[O-:20].[CH3:25][OH:26].[ClH:27].[Na+:24]>>[CH:1]([CH3:2])([OH:3])[c:4]1[cH:5][c:6]([O:21][CH3:22])[c:7]([O:8][CH2:9][CH2:10][CH2:11][C:12](=[O:13])[O:14][CH3:15])[cH:16][c:17]1[N+:18](=[O:19])[O-:20]. Starting materials: BrC1=CC(=C(C=C1)F)[N+](=O)[O-] (1-bromo-4-fluoro-3-nitrobenzene), NC1=CC=CC=C1 (aniline). The solvent is CN(C)C=O (DMF). Reaction conditions: temperature 100 celsius. Yields the product BrC1=CC(=C(C=C1)N)[N+](=O)[O-] (4-Bromo-2-nitro-N-phenylamine). RXN SMILES: [Br:1][C:2]1[CH:7]=[CH:6][C:5](F)=[C:4]([N+:9]([O-:11])=[O:10])[CH:3]=1.[NH2:12]C1C=CC=CC=1>CN(C=O)C>[Br:1][C:2]1[CH:7]=[CH:6][C:5]([NH2:12])=[C:4]([N+:9]([O-:11])=[O:10])[CH:3]=1. Reported procedure: A mixture of 1-bromo-4-fluoro-3-nitrobenzene (2270 mg, 10.01 mol), aniline (3 ml) and DMF (20 ml) was heated at 100° C. under an atmosphere of Nitrogen for 7 h. The mixture was then concentrated in vacuo, and the residue triturated with heptane (30 ml) to give the desired product. 1H NMR (400 MHz, CDCl3) δ=7.11 (d, 1 H, J=9.2 Hz), 7.25-7.29 (m, 3 H), 7.40-7.45 (m, 3 H), 8.35 (d, 1 H J=2.4 Hz) and 9.45(brs, 1 H).